Dataset: the Open Reaction Database (ORD), a public repository of structured organic reaction records. Task: describe an organic reaction: reactants, conditions, products, and yield Reactants: C(Br)(Br)(Br)Br (carbon tetrabromide), C1(=CC=CC=C1)P(C1=CC=CC=C1)C1=CC=CC=C1 (triphenylphosphine), FC=1C=C(CCO)C=CC1 (3-(fluoro)phenethyl alcohol). Run in ClCCl (dichloromethane). Conditions: time 0.5 hour. Yields the product FC=1C=C(CCBr)C=CC1 (3-(fluoro)phenethyl bromide). Yield: 100.5%. Reaction SMILES: [F:1][C:2]1[CH:3]=[C:4]([CH:8]=[CH:9][CH:10]=1)[CH2:5][CH2:6]O.C(Br)(Br)(Br)[Br:12].C1(P(C2C=CC=CC=2)C2C=CC=CC=2)C=CC=CC=1>ClCCl>[F:1][C:2]1[CH:3]=[C:4]([CH:8]=[CH:9][CH:10]=1)[CH2:5][CH2:6][Br:12]. Reported procedure: To a solution of 3-(fluoro)phenethyl alcohol (3.8 g, 27.0 mmol), in anhydrous dichloromethane (100 ml), cooled to 0° C., was added carbon tetrabromide (11.25 g, 34.0 mmol) and triphenylphosphine (10.62 g, 41.0 mmol). After stirring for 0.5 h the solvent was removed in vacuo and diethyl ether (100 ml) was added to the residue. The resultant precipitate was removed by filtration, the filtrate evaporated under reduced pressure and the crude product chromatographed on silica-gel eluting with ethyl a... Starting materials: COC(=O)CC1CN(S(=O)(=O)c2ccc3cc(Cl)ccc3c2)CC(=O)N1NC(=O)OC(C)(C)C, CCOC(C)=O, Cl. Product: COC(=O)CC1CN(S(=O)(=O)c2ccc3cc(Cl)ccc3c2)CC(=O)N1N. As a reaction SMILES: [C:1]([O:2][C:3](=[O:4])[NH:8][N:9]1[CH:10]([CH2:30][C:31](=[O:32])[O:33][CH3:34])[CH2:11][N:12]([S:16](=[O:17])(=[O:18])[c:19]2[cH:20][c:21]3[cH:22][cH:23][c:24]([Cl:29])[cH:25][c:26]3[cH:27][cH:28]2)[CH2:13][C:14]1=[O:15])([CH3:5])([CH3:6])[CH3:7].[CH3:36][CH2:37][O:38][C:39](=[O:40])[CH3:41].[ClH:35]>>[NH2:8][N:9]1[CH:10]([CH2:30][C:31](=[O:32])[O:33][CH3:34])[CH2:11][N:12]([S:16](=[O:17])(=[O:18])[c:19]2[cH:20][c:21]3[cH:22][cH:23][c:24]([Cl:29])[cH:25][c:26]3[cH:27][cH:28]2)[CH2:13][C:14]1=[O:15]. Starting materials: O=C(O)Cc1cccc(Oc2ccccc2Cl)c1O, Cc1ccc(S(=O)(=O)O)cc1, c1ccccc1. Product: O=C1Cc2cccc(Oc3ccccc3Cl)c2O1. As a reaction SMILES: [OH:1][c:2]1[c:3]([CH2:16][C:17](=[O:18])[OH:19])[cH:4][cH:5][cH:6][c:7]1[O:8][c:9]1[c:10]([Cl:15])[cH:11][cH:12][cH:13][cH:14]1.[c:20]1([CH3:21])[cH:22][cH:23][c:24]([S:25]([OH:26])(=[O:27])=[O:28])[cH:29][cH:30]1.[cH:31]1[cH:32][cH:33][cH:34][cH:35][cH:36]1>>[c:2]12[c:3]([cH:4][cH:5][cH:6][c:7]1[O:8][c:9]1[c:10]([Cl:15])[cH:11][cH:12][cH:13][cH:14]1)[CH2:16][C:17](=[O:18])[O:19]2. Reactants: SC=1N(C=CN1)C (2-mercapto-1-methylimidazole), [H-].[Na+] (sodium hydride), CN(C=O)C (N,N-dimethylformamide), ClC1=C(C=C(C=C1)OC)[N+](=O)[O-] (4-chloro-3-nitroanisole). The solvent is C(C)(=O)O (acetic acid). Conditions: time 0.5 hour. Yields the product COC1=CC(=C(C=C1)SC=1N(C=CN1)C)[N+](=O)[O-] (2-[(4-Methoxy-2-nitrophenyl)thio]-1-methyl-1H-imidazole). The yield is 37.7%. As a reaction SMILES: [SH:1][C:2]1[N:3]([CH3:7])[CH:4]=[CH:5][N:6]=1.[H-].[Na+].CN(C)C=O.Cl[C:16]1[CH:21]=[CH:20][C:19]([O:22][CH3:23])=[CH:18][C:17]=1[N+:24]([O-:26])=[O:25]>C(O)(=O)C>[CH3:23][O:22][C:19]1[CH:20]=[CH:21][C:16]([S:1][C:2]2[N:3]([CH3:7])[CH:4]=[CH:5][N:6]=2)=[C:17]([N+:24]([O-:26])=[O:25])[CH:18]=1 |f:1.2|. Reported procedure: To a mixture of 2-mercapto-1-methylimidazole (1.14 g, 10 mmoles), 0.6 of 60% sodium hydride in mineral oil and 20 ml of N,N-dimethylformamide was added 1.88 g (10 mmoles) of 4-chloro-3-nitroanisole. The mixture was stirred at room temperature for 0.5 hours and then heated at 90°-100° C. for 4 hours. After cooling in an icebath, 0.5 ml of acetic acid was added and the mixture was partitioned between dichloromethane and dilute sodium bicarbonate. The organics were concentrated on a steam bath to a... The reactants are CCOC(=O)c1ccc(-c2ccc(OCCCBr)c(-c3ccc4c(c3)C(C)(C)CCC4(C)C)c2)cc1, CC(C)=O, [I-], [Na+]. The product is CCOC(=O)c1ccc(-c2ccc(OCCCI)c(-c3ccc4c(c3)C(C)(C)CCC4(C)C)c2)cc1. RXN SMILES: [Br:3][CH2:4][CH2:5][CH2:6][O:7][c:8]1[c:9](-[c:25]2[cH:26][c:27]3[c:32]([cH:33][cH:34]2)[C:31]([CH3:35])([CH3:36])[CH2:30][CH2:29][C:28]3([CH3:37])[CH3:38])[cH:10][c:11](-[c:14]2[cH:15][cH:16][c:17]([C:20](=[O:21])[O:22][CH2:23][CH3:24])[cH:18][cH:19]2)[cH:12][cH:13]1.[CH3:39][C:40](=[O:41])[CH3:42].[I-:2].[Na+:1]>>[I:2][CH2:4][CH2:5][CH2:6][O:7][c:8]1[c:9](-[c:25]2[cH:26][c:27]3[c:32]([cH:33][cH:34]2)[C:31]([CH3:35])([CH3:36])[CH2:30][CH2:29][C:28]3([CH3:37])[CH3:38])[cH:10][c:11](-[c:14]2[cH:15][cH:16][c:17]([C:20](=[O:21])[O:22][CH2:23][CH3:24])[cH:18][cH:19]2)[cH:12][cH:13]1. Starting materials: C1(CCCC1)N1N=C(C=2C(=NC=CC21)OC)C=2C=C(SC2)C(=O)OC (methyl 4-(1-cyclopentyl-4-methoxy-1H-pyrazolo[4,3-c]pyridin-3-yl)thiophene-2-carboxylate), C1CC(=O)N(C1=O)Br (NBS), S(=S)(=O)([O-])[O-].[Na+].[Na+] (sodium thiosulfate). Run in CN(C)C=O (DMF). Run at time 8 hour. Yields the product BrC=1C2=C(C(=NC1)OC)C(=NN2C2CCCC2)C=2C=C(SC2)C(=O)OC (methyl 4-(7-bromo-1-cyclopentyl-4-methoxy-1H-pyrazolo[4,3-c]pyridin-3-yl)thiophene-2-carboxylate). Yield: 93.1%. As a reaction SMILES: [CH:1]1([N:6]2[C:14]3[CH:13]=[CH:12][N:11]=[C:10]([O:15][CH3:16])[C:9]=3[C:8]([C:17]3[CH:18]=[C:19]([C:22]([O:24][CH3:25])=[O:23])[S:20][CH:21]=3)=[N:7]2)[CH2:5][CH2:4][CH2:3][CH2:2]1.C1C(=O)N([Br:33])C(=O)C1.S([O-])([O-])(=O)=S.[Na+].[Na+]>CN(C=O)C>[Br:33][C:13]1[C:14]2[N:6]([CH:1]3[CH2:2][CH2:3][CH2:4][CH2:5]3)[N:7]=[C:8]([C:17]3[CH:18]=[C:19]([C:22]([O:24][CH3:25])=[O:23])[S:20][CH:21]=3)[C:9]=2[C:10]([O:15][CH3:16])=[N:11][CH:12]=1 |f:2.3.4|. Procedure: To a solution of methyl 4-(1-cyclopentyl-4-methoxy-1H-pyrazolo[4,3-c]pyridin-3-yl)thiophene-2-carboxylate (103 mg) obtained in Step D of Example 12 in DMF (5 mL) was added NBS (56.4 mg) at 0° C., and the mixture was stirred overnight at room temperature. To the reaction mixture was added saturated aqueous sodium thiosulfate solution, and the mixture was extracted with ethyl acetate. The organic layer was washed successively with water and saturated brine, dried over anhydrous sodium sulfate, and... The reactants are C(C)(C)(C)OC(CC(C(=O)N(C)OC)NS(=O)(=O)C1=C(C=C(C=C1)[N+](=O)[O-])OCC1=CC=CC=C1)=O (3-(2-benzyloxy-4-nitro-benzenesulfonylamino)-N-methoxy-N-methyl-succinamic acid tert-butyl ester). Solvent: C1CCOC1.CO (THF MeOH), [Ni] (Ni). Product: C(C)(C)(C)OC(CC(C(=O)N(C)OC)NS(=O)(=O)C1=C(C=C(C=C1)N)OCC1=CC=CC=C1)=O (3-(4-amino-2-benzyloxy-benzenesulfonylamino)-N-methoxy-N-methyl-succinamic acid tert-butyl ester). As a reaction SMILES: [C:1]([O:5][C:6](=[O:36])[CH2:7][CH:8]([NH:15][S:16]([C:19]1[CH:24]=[CH:23][C:22]([N+:25]([O-])=O)=[CH:21][C:20]=1[O:28][CH2:29][C:30]1[CH:35]=[CH:34][CH:33]=[CH:32][CH:31]=1)(=[O:18])=[O:17])[C:9]([N:11]([O:13][CH3:14])[CH3:12])=[O:10])([CH3:4])([CH3:3])[CH3:2]>C1COCC1.CO.[Ni]>[C:1]([O:5][C:6](=[O:36])[CH2:7][CH:8]([NH:15][S:16]([C:19]1[CH:24]=[CH:23][C:22]([NH2:25])=[CH:21][C:20]=1[O:28][CH2:29][C:30]1[CH:35]=[CH:34][CH:33]=[CH:32][CH:31]=1)(=[O:18])=[O:17])[C:9]([N:11]([O:13][CH3:14])[CH3:12])=[O:10])([CH3:4])([CH3:2])[CH3:3] |f:1.2|. Procedure details: The 3-(2-benzyloxy-4-nitro-benzenesulfonylamino)-N-methoxy-N-methyl-succinamic acid tert-butyl ester was dissolved in 1:1 THF/MeOH, and Raney Ni added. The solution was hydrogenated at 30 psi. When the reaction was complete, the solvent was removed to give the crude give 3-(4-amino-2-benzyloxy-benzenesulfonylamino)-N-methoxy-N-methyl-succinamic acid tert-butyl ester. The product can be used crude, or chromatographed with 7.5% methanol/ethyl acetate. 1H NMR (CDCl3) 7.65-7.3 (8H, m), 6.2 (2H, m), ...